From a dataset of the Open Reaction Database (ORD), a public repository of structured organic reaction records. describe an organic reaction: reactants, conditions, products, and yield The product is BrCCCC1OCCCO1. Reactants: O=CCCCBr, OCCCO, CCOCC, C1CCOC1, O, O, Cc1ccc(S(=O)(=O)O)cc1. Reaction SMILES: [Br:1][CH2:2][CH2:3][CH2:4][CH:5]=[O:6].[CH2:7]([CH2:8][CH2:9][OH:10])[OH:11].[CH3:30][CH2:31][O:32][CH2:33][CH3:34].[O:24]1[CH2:25][CH2:26][CH2:27][CH2:28]1.[OH2:12].[OH2:29].[c:13]1([CH3:14])[cH:15][cH:16][c:17]([S:18]([OH:19])(=[O:20])=[O:21])[cH:22][cH:23]1>>[Br:1][CH2:2][CH2:3][CH2:4][CH:5]1[O:6][CH2:7][CH2:8][CH2:9][O:10]1.